Dataset: the Open Reaction Database (ORD), a public repository of structured organic reaction records. Task: describe an organic reaction: reactants, conditions, products, and yield Reactants: CCc1sc(S(N)(=O)=O)cc1C, CC(C)=O, O=C=Nc1ccc(Cl)c(Cl)c1, Cl, [Na+], [OH-]. Product: CCc1sc(S(=O)(=O)NC(=O)Nc2ccc(Cl)c(Cl)c2)cc1C. RXN SMILES: [CH2:1]([CH3:2])[c:3]1[c:4]([CH3:12])[cH:5][c:6]([S:8](=[O:9])(=[O:10])[NH2:11])[s:7]1.[CH3:27][C:28](=[O:29])[CH3:30].[Cl:13][c:14]1[cH:15][c:16]([N:21]=[C:22]=[O:23])[cH:17][cH:18][c:19]1[Cl:20].[ClH:26].[Na+:25].[OH-:24]>>[CH2:1]([CH3:2])[c:3]1[c:4]([CH3:12])[cH:5][c:6]([S:8](=[O:9])(=[O:10])[NH:11][C:22]([NH:21][c:16]2[cH:15][c:14]([Cl:13])[c:19]([Cl:20])[cH:18][cH:17]2)=[O:23])[s:7]1. Starting materials: [Cu]I, O=[N+]([O-])c1cc(Br)ccc1NCC(F)(F)F, [NH4+], [OH-], O. Yields the product Nc1ccc(NCC(F)(F)F)c([N+](=O)[O-])c1. RXN SMILES: [Cu:19][I:20].[F:1][C:2]([CH2:3][NH:4][c:5]1[c:6]([N+:12](=[O:13])[O-:14])[cH:7][c:8]([Br:11])[cH:9][cH:10]1)([F:15])[F:16].[NH4+:18].[OH-:17].[OH2:21]>>[F:1][C:2]([CH2:3][NH:4][c:5]1[c:6]([N+:12](=[O:13])[O-:14])[cH:7][c:8]([NH2:18])[cH:9][cH:10]1)([F:15])[F:16]. As a reaction SMILES: [CH3:1][O:2][C:3]([CH:5]1[CH2:13][C:12]2[C:7](=[CH:8][CH:9]=[C:10]([Br:14])[CH:11]=2)[C:6]1=O)=[O:4].C([SiH](CC)CC)C>C(O)(C(F)(F)F)=O>[CH3:1][O:2][C:3]([CH:5]1[CH2:13][C:12]2[C:7](=[CH:8][CH:9]=[C:10]([Br:14])[CH:11]=2)[CH2:6]1)=[O:4]. Conditions: time 18 hour. Solvent: C(=O)(C(F)(F)F)O (TFA). The reactants are COC(=O)C1C(C2=CC=C(C=C2C1)Br)=O (5-bromo-1-oxo-indan-2-carboxylic acid methyl ester), C(C)[SiH](CC)CC (triethylsilane). Product: COC(=O)C1CC2=CC=C(C=C2C1)Br (5-bromo-indan-2-carboxylic acid methyl ester). Reported procedure: Use of 5-bromo-indan-1-one (Intermediate NINETEEN-1) in a reaction with NaH and dimethylcarbonate (refer to procedures in Method EIGHTEEN) produced 5-bromo-1-oxo-indan-2-carboxylic acid methyl ester (Intermediate NINETEEN-2). A solution of 5-bromo-1-oxo-indan-2-carboxylic acid methyl ester (4.75 g, 17.7 mmol) in TFA (80 mL) at 0° C. was treated with triethylsilane (TES) (17.0 mL, 6.0 eq) and stirred for 18 h. After evaporation of the solvent, the residue was diluted with Et2O and washed with H2O... The reactants are [Al+3], [Cl-], [Cl-], [Cl-], [Cl-], O=C(Cl)C(=O)Cl, O=C(O)CCc1cc(Cl)sc1Cl, ClCCl. Product: O=C1CCc2c(Cl)sc(Cl)c21. RXN SMILES: [Al+3:21].[Cl-:19].[Cl-:20].[Cl-:22].[Cl-:23].[Cl:13][C:14]([C:15]([Cl:16])=[O:17])=[O:18].[Cl:1][c:2]1[s:3][c:4]([Cl:12])[cH:5][c:6]1[CH2:7][CH2:8][C:9](=[O:10])[OH:11].[Cl:24][CH2:25][Cl:26]>>[Cl:1][c:2]1[s:3][c:4]([Cl:12])[c:5]2[c:6]1[CH2:7][CH2:8][C:9]2=[O:11]. The reactants are C(C)(C)(C)OC(=O)N1CCC(=CC1)B1OC(C(O1)(C)C)(C)C (4-(4,4,5,5-tetramethyl-[1,3,2]dioxaborolan-2-yl)-3,6-dihydro-2H-pyridine-1-carboxylic acid tert-butyl ester), BrC1=CC(=CC=C1)I (1-bromo-3-iodobenzene), bis-(triphenyl-phosphine) palladium(II) chloride, C(=O)([O-])[O-].[K+].[K+] (K2CO3). Reagents/catalysts: C1(=CC=CC=C1)P([C-]1C=CC=C1)C1=CC=CC=C1.[C-]1(C=CC=C1)P(C1=CC=CC=C1)C1=CC=CC=C1.[Fe+2] (1,1′-bis(diphenylphosphino)ferrocene). The solvent is CN(C=O)C (dimethylformamide). Conditions: temperature 80 celsius. The product is C(C)(C)(C)OC(=O)N1CCC(=CC1)C1=CC(=CC=C1)Br (4-(3-bromo-phenyl)-3,6-dihydro-2H-pyridine-1-carboxylic acid t-butyl ester). RXN SMILES: [C:1]([O:5][C:6]([N:8]1[CH2:13][CH:12]=[C:11](B2OC(C)(C)C(C)(C)O2)[CH2:10][CH2:9]1)=[O:7])([CH3:4])([CH3:3])[CH3:2].[Br:23][C:24]1[CH:29]=[CH:28][CH:27]=[C:26](I)[CH:25]=1.C([O-])([O-])=O.[K+].[K+]>CN(C)C=O.C1(P(C2C=CC=CC=2)[C-]2C=CC=C2)C=CC=CC=1.[C-]1(P(C2C=CC=CC=2)C2C=CC=CC=2)C=CC=C1.[Fe+2]>[C:1]([O:5][C:6]([N:8]1[CH2:13][CH:12]=[C:11]([C:26]2[CH:27]=[CH:28][CH:29]=[C:24]([Br:23])[CH:25]=2)[CH2:10][CH2:9]1)=[O:7])([CH3:2])([CH3:3])[CH3:4] |f:2.3.4,6.7.8|. Reported procedure: A stirred mixture of 4-(4,4,5,5-tetramethyl-[1,3,2]dioxaborolan-2-yl)-3,6-dihydro-2H-pyridine-1-carboxylic acid tert-butyl ester (prepared as described in Tetrahedron Letters 2000, 3705-3708; 6.52 g, 21.1 mmol), 1-bromo-3-iodobenzene (4.05 mL, 31.8 mmol), bis-(triphenyl-phosphine)-palladium(II) chloride (892 mg, 1.27 mmol), K2CO3 (8.7 g, 63 mmol) and 1,1′-bis(diphenylphosphino)ferrocene (704 mg, 1.27 mmol) in 120 mL dimethylformamide is heated at 80° C. under argon for 14 h. The mixture is coole... Starting materials: C1(C=CCCC1)=O (2-cyclohexen-1-one), C(C(C)C)PCC(C)C (Di-(iso-butyl)phosphine). Conditions: temperature 45 celsius. Product: C(C(C)C)P(C1CC(CCC1)=O)CC(C)C (3-(di(iso-butyl)phosphino)cyclohexan-1-one). Reaction SMILES: [C:1]1(=[O:7])[CH2:6][CH2:5][CH2:4][CH:3]=[CH:2]1.[CH2:8]([PH:12][CH2:13][CH:14]([CH3:16])[CH3:15])[CH:9]([CH3:11])[CH3:10]>>[CH2:8]([P:12]([CH2:13][CH:14]([CH3:16])[CH3:15])[CH:3]1[CH2:4][CH2:5][CH2:6][C:1](=[O:7])[CH2:2]1)[CH:9]([CH3:11])[CH3:10]. Procedure: A 250 ml round-bottomed flask fitted with a condenser, nitrogen purge, and addition funnel was charged with 29.9 g (0.3 mol) 2-cyclohexen-1-one and heated to 45° C. with stirring. Di-(iso-butyl)phosphine (28.8 g, 0.2 mol) was gradually added to the flask via the addition funnel, over a period of 0.5 hour. When addition was complete, the temperature of the contents of the flask was slowly raised to 70° C. and maintained at that temperature for 3 hours, then cooled. Unreacted starting materials we... Starting materials: BrCCCC (bromobutane), CN(C)C=O (DMF), C1(=CC=CC=C1)C (toluene), OC1=CC=C(C=C1)SC1=CC=C(C=C1)O (bis(4-hydroxyphenyl) sulfide), C([O-])([O-])=O.[K+].[K+] (potassium carbonate). Run in O (water). Run at time 16 hour. Product: C(CCC)OC1=CC=C(C=C1)SC1=CC=C(C=C1)OCCCC (bis(4-butoxyphenyl) sulfide). The yield is 99.1%. Reaction SMILES: Br[CH2:2][CH2:3][CH2:4][CH3:5].[OH:6][C:7]1[CH:12]=[CH:11][C:10]([S:13][C:14]2[CH:19]=[CH:18][C:17]([OH:20])=[CH:16][CH:15]=2)=[CH:9][CH:8]=1.C(=O)([O-])[O-].[K+].[K+].CN(C=O)C.[C:32]1(C)[CH:37]=CC=[CH:34][CH:33]=1>O>[CH2:2]([O:20][C:17]1[CH:18]=[CH:19][C:14]([S:13][C:10]2[CH:11]=[CH:12][C:7]([O:6][CH2:37][CH2:32][CH2:33][CH3:34])=[CH:8][CH:9]=2)=[CH:15][CH:16]=1)[CH2:3][CH2:4][CH3:5] |f:2.3.4|. Reported procedure: A solution was prepared by combining 107 g of bromobutane, 76 g of bis(4-hydroxyphenyl) sulfide, 108 g of potassium carbonate, and 230 g of DMF. The solution was aged at 90° C. for 16 hours. The aged solution was cooled to room temperature, to which 600 g of water was added to quench the reaction. To the solution was added 300 g of toluene. The organic layer was separated, washed with water, and concentrated in vacuum, obtaining 114 g of the target compound, bis(4-butoxyphenyl) sulfide as amorph... The reactants are C1(NCC2CCCCC12)CC(=O)OCC (ethyl 2-(octahydro-1H-isoindol-1-yl)acetate), CC=1SC(=C(N1)C1=CC=CC=C1)C(=O)O (2-methyl-4-phenylthiazole-5-carboxylic acid). Product: CC=1SC(=C(N1)C1=CC=CC=C1)C(=O)N1C(C2CCCCC2C1)CC(=O)OCC (Ethyl 2-(2-(2-methyl-4-phenylthiazole-5-carbonyl)octahydro-1H-isoindol-1-yl)acetate). RXN SMILES: [CH:1]1([CH2:10][C:11]([O:13][CH2:14][CH3:15])=[O:12])[CH:9]2[CH:4]([CH2:5][CH2:6][CH2:7][CH2:8]2)[CH2:3][NH:2]1.[CH3:16][C:17]1[S:18][C:19]([C:28](O)=[O:29])=[C:20]([C:22]2[CH:27]=[CH:26][CH:25]=[CH:24][CH:23]=2)[N:21]=1>>[CH3:16][C:17]1[S:18][C:19]([C:28]([N:2]2[CH2:3][CH:4]3[CH:9]([CH2:8][CH2:7][CH2:6][CH2:5]3)[CH:1]2[CH2:10][C:11]([O:13][CH2:14][CH3:15])=[O:12])=[O:29])=[C:20]([C:22]2[CH:27]=[CH:26][CH:25]=[CH:24][CH:23]=2)[N:21]=1. Reported procedure: Ethyl 2-(2-(2-methyl-4-phenylthiazole-5-carbonyl)octahydro-1H-isoindol-1-yl)acetate was prepared according general procedure A from ethyl 2-(octahydro-1H-isoindol-1-yl)acetate and 2-methyl-4-phenylthiazole-5-carboxylic acid. Starting materials: NC1=NC=CC(=C1[N+](=O)[O-])C (2-amino-4-methyl-3-nitropyridine), CO (methanol), O1CCCC1 (tetrahydrofuran). Reagents/catalysts: [Ni] (Raney nickel). Reaction conditions: temperature 100 celsius, time 2 hour. The product is C(C)C1=NC=2C(=NC=CC2C)N1 (2-Ethyl-7-methyl-3H-imidazo[4,5-b]pyridine). Reaction SMILES: [NH2:1][C:2]1[C:7]([N+:8]([O-])=O)=[C:6]([CH3:11])[CH:5]=[CH:4][N:3]=1.CO.O1C[CH2:17][CH2:16][CH2:15]1>[Ni]>[CH2:16]([C:17]1[NH:1][C:2]2=[N:3][CH:4]=[CH:5][C:6]([CH3:11])=[C:7]2[N:8]=1)[CH3:15]. Reported procedure: 10 g (65.3 mmol) of 2-amino-4-methyl-3-nitropyridine are hydrogenated in 40 ml of tetrahydrofuran and 40 ml of methanol in the presence of Raney nickel. The catalyst is filtered off, the solvent is removed, the residue is treated with ethanolic HCl solution and the precipitated 2,3-diamino-4-methylpyridine hydrochloride is filtered off with suction. 7 g of this hydrochloride are dissolved in 57 g of polyphosphoric acid (from 28.5 g of P2O5 and 28.5 g of H3PO4 (85% strength)) and treated with 1.2... Reactants: CC(C)([O-])C.[K+] (potassium t-butoxide), ClCC[C@H]1N(C[C@@H](C1)OC(N(C)C)=O)C(=O)OCCCCCCCC ((2S,4R)-2-(2-chloroethyl)-4-dimethylcarbamoyloxy-1-octyloxycarbonylpyrrolidine), FC1=CC=CC(=C1O)CCC1=CC=CC=C1 (6-fluoro-2-(2-phenylethyl)phenol). The solvent is CN(C(C)=O)C (N,N-dimethylacetamide). Product: CN(C(=O)O[C@@H]1C[C@H](N(C1)C(=O)OCCCCCCCC)CCOC1=C(C=CC=C1F)CCC1=CC=CC=C1)C ((2R,4R)-4-Dimethylcarbamoyloxy-2-{2-[6-fluoro-2-(2-phenylethyl)phenoxy]ethyl}-1-octyloxycarbonylpyrrolidine). Yield: 81.2%. RXN SMILES: [F:1][C:2]1[C:7]([OH:8])=[C:6]([CH2:9][CH2:10][C:11]2[CH:16]=[CH:15][CH:14]=[CH:13][CH:12]=2)[CH:5]=[CH:4][CH:3]=1.CC(C)([O-])C.[K+].Cl[CH2:24][CH2:25][C@@H:26]1[CH2:30][C@@H:29]([O:31][C:32](=[O:36])[N:33]([CH3:35])[CH3:34])[CH2:28][N:27]1[C:37]([O:39][CH2:40][CH2:41][CH2:42][CH2:43][CH2:44][CH2:45][CH2:46][CH3:47])=[O:38]>CN(C)C(=O)C>[CH3:34][N:33]([CH3:35])[C:32]([O:31][C@H:29]1[CH2:28][N:27]([C:37]([O:39][CH2:40][CH2:41][CH2:42][CH2:43][CH2:44][CH2:45][CH2:46][CH3:47])=[O:38])[C@H:26]([CH2:25][CH2:24][O:8][C:7]2[C:2]([F:1])=[CH:3][CH:4]=[CH:5][C:6]=2[CH2:9][CH2:10][C:11]2[CH:16]=[CH:15][CH:14]=[CH:13][CH:12]=2)[CH2:30]1)=[O:36] |f:1.2|. Procedure: 520 mg of 6-fluoro-2-(2-phenylethyl)phenol (prepared as described in Preparation 10) were dissolved in 10 ml of N,N-dimethylacetamide, allowed to react with 300 mg of potassium t-butoxide and 820 mg of (2S,4R)-2-(2-chloroethyl)-4-dimethylcarbamoyloxy-1-octyloxycarbonylpyrrolidine and extracted in the same manner as described in step (a) of Example 2. The resulting oily substance was purified by silica gel column chromatography, using a 2:1 by volume mixture of hexane and ethyl acetate as the elu...